Task: describe an organic reaction: reactants, conditions, products, and yield. Dataset: the Open Reaction Database (ORD), a public repository of structured organic reaction records Reactants: C1CCNCC1, CCO, ClCCl, C=CC(N)=O. Yields the product NC(=O)CCN1CCCCC1. RXN SMILES: [CH2:1]1[CH2:2][CH2:3][NH:4][CH2:5][CH2:6]1.[CH3:15][CH2:16][OH:17].[Cl:12][CH2:13][Cl:14].[NH2:7][C:8](=[O:9])[CH:10]=[CH2:11]>>[CH2:1]1[CH2:2][CH2:3][N:4]([CH2:11][CH2:10][C:8]([NH2:7])=[O:9])[CH2:5][CH2:6]1. Starting materials: NC1CCCCC1C(=O)O, [Na+], [Na+], O=C([O-])[O-], O=S(=O)(Cl)c1ccc(Oc2ccccc2)cc1, C1COCCO1, O. Yields the product O=C(O)C1CCCCC1NS(=O)(=O)c1ccc(Oc2ccccc2)cc1. As a reaction SMILES: [NH2:1][CH:2]1[CH:3]([C:8](=[O:9])[OH:10])[CH2:4][CH2:5][CH2:6][CH2:7]1.[Na+:11].[Na+:12].[O-:13][C:14](=[O:15])[O-:16].[O:17]([c:18]1[cH:19][cH:20][cH:21][cH:22][cH:23]1)[c:24]1[cH:25][cH:26][c:27]([S:30](=[O:31])(=[O:32])[Cl:33])[cH:28][cH:29]1.[O:35]1[CH2:36][CH2:37][O:38][CH2:39][CH2:40]1.[OH2:34]>>[NH:1]([CH:2]1[CH:3]([C:8](=[O:9])[OH:10])[CH2:4][CH2:5][CH2:6][CH2:7]1)[S:30]([c:27]1[cH:26][cH:25][c:24]([O:17][c:18]2[cH:19][cH:20][cH:21][cH:22][cH:23]2)[cH:29][cH:28]1)(=[O:31])=[O:32]. Starting materials: BrCCCOC1=NOC(=C1)C(=O)NC1=CC(=C(C=C1)F)Cl (3-(3-bromopropoxy)-N-(3-chloro-4-fluorophenyl)isoxazole-5-carboxamide), N1CCCC1 (pyrrolidine). Run in O1CCCC1 (tetrahydrofuran), CO (methanol). Yields the product ClC=1C=C(C=CC1F)NC(=O)C1=CC(=NO1)OCCCN1CCCC1 (N-(3-Chloro-4-fluorophenyl)-3-(3-pyrrolidin-1-ylpropoxy)isoxazole-5-carboxamide). Isolated yield 92.4%. RXN SMILES: Br[CH2:2][CH2:3][CH2:4][O:5][C:6]1[CH:10]=[C:9]([C:11]([NH:13][C:14]2[CH:19]=[CH:18][C:17]([F:20])=[C:16]([Cl:21])[CH:15]=2)=[O:12])[O:8][N:7]=1.[NH:22]1[CH2:26][CH2:25][CH2:24][CH2:23]1>O1CCCC1.CO>[Cl:21][C:16]1[CH:15]=[C:14]([NH:13][C:11]([C:9]2[O:8][N:7]=[C:6]([O:5][CH2:4][CH2:3][CH2:2][N:22]3[CH2:26][CH2:25][CH2:24][CH2:23]3)[CH:10]=2)=[O:12])[CH:19]=[CH:18][C:17]=1[F:20]. Procedure details: A solution of 3-(3-bromopropoxy)-N-(3-chloro-4-fluorophenyl)isoxazole-5-carboxamide (38 mg, 0.10 mmol), and pyrrolidine (100 μL, 1.20 mmol) in tetrahydrofuran (1.5 mL) was stirred at room temperature for 4 h. The reaction was diluted with methanol and purified by preparative LCMS to give the desired product (34 mg, 92%). MF=C17H20ClFN3O3; LCMS calculated for C17H20ClFN3O3 (M+H)+: m/z=368. The reactants are O=C1Cc2cc(S(=O)(=O)Nc3cccc(Cl)c3)ccc2N1, O=Cc1cc2cc(OCCN3CCCC3)ccc2[nH]1. Yields the product O=C1Nc2ccc(S(=O)(=O)Nc3cccc(Cl)c3)cc2C1=Cc1cc2cc(OCCN3CCCC3)ccc2[nH]1. As a reaction SMILES: [Cl:1][c:2]1[cH:3][c:4]([NH:8][S:9](=[O:10])(=[O:11])[c:12]2[cH:13][c:14]3[c:18]([cH:19][cH:20]2)[NH:17][C:16](=[O:21])[CH2:15]3)[cH:5][cH:6][cH:7]1.[N:22]1([CH2:27][CH2:28][O:29][c:30]2[cH:31][c:32]3[cH:33][c:34]([CH:39]=[O:40])[nH:35][c:36]3[cH:37][cH:38]2)[CH2:23][CH2:24][CH2:25][CH2:26]1>>[Cl:1][c:2]1[cH:3][c:4]([NH:8][S:9](=[O:10])(=[O:11])[c:12]2[cH:13][c:14]3[c:18]([cH:19][cH:20]2)[NH:17][C:16](=[O:21])[C:15]3=[CH:39][c:34]2[cH:33][c:32]3[cH:31][c:30]([O:29][CH2:28][CH2:27][N:22]4[CH2:23][CH2:24][CH2:25][CH2:26]4)[cH:38][cH:37][c:36]3[nH:35]2)[cH:5][cH:6][cH:7]1. Reactants: ClC1=C2C=CC=NC2=C(C(=N1)C(=O)NCC1=CC(=CC(=C1)Cl)Cl)O (5-chloro-N-(3,5-dichlorobenzyl)-8-hydroxy-1,6-naphthyridine-7-carboxamide), N1C=NC=C1 (imidazole). Run in CN(C)C=O (DMF). The product is ClC=1C=C(CNC(=O)C2=NC(=C3C=CC=NC3=C2O)N2C=NC=C2)C=C(C1)Cl (N-(3,5-dichlorobenzyl)-8-hydroxy-5-(1H-imidazol-1-yl)-1,6-naphthyridine-7-carboxamide). As a reaction SMILES: Cl[C:2]1[N:11]=[C:10]([C:12]([NH:14][CH2:15][C:16]2[CH:21]=[C:20]([Cl:22])[CH:19]=[C:18]([Cl:23])[CH:17]=2)=[O:13])[C:9]([OH:24])=[C:8]2[C:3]=1[CH:4]=[CH:5][CH:6]=[N:7]2.[NH:25]1[CH:29]=[CH:28][N:27]=[CH:26]1>CN(C=O)C>[Cl:23][C:18]1[CH:17]=[C:16]([CH:21]=[C:20]([Cl:22])[CH:19]=1)[CH2:15][NH:14][C:12]([C:10]1[C:9]([OH:24])=[C:8]2[C:3]([CH:4]=[CH:5][CH:6]=[N:7]2)=[C:2]([N:25]2[CH:29]=[CH:28][N:27]=[CH:26]2)[N:11]=1)=[O:13]. Reported procedure: The chloride from Example 44 Step 5 (8.0 mg, 0.021 mmol) and imidazole (80 mg) were fused at 160 C for 1 hr under argon. The residue was dissolved in DMF (0.5 ml) and purified by preparative HPLC. (Gilson semi preparative HPLC system and a YMC Combiprep Pro Column (50×20 mm I.D., C18, S-5 um, 120A) eluting with 5-95% acetonitrile/water (0.1% TFA) at 15 ml/min) to afford the title compound after lyophilization. RXN SMILES: [F:1][C:2]1[C:7]([F:8])=[CH:6][CH:5]=[CH:4][C:3]=1[C:9]1([OH:14])[CH2:13][CH2:12][NH:11][CH2:10]1.C(=O)([O-])[O-].[K+].[K+].Br[CH2:22][CH:23]=[CH2:24]>C(#N)C>[CH2:24]([N:11]1[CH2:12][CH2:13][C:9]([C:3]2[CH:4]=[CH:5][CH:6]=[C:7]([F:8])[C:2]=2[F:1])([OH:14])[CH2:10]1)[CH:23]=[CH2:22] |f:1.2.3|. Procedure: Preparation according to Example 8: Enantiomer E2 of 3-(2,3-difluorophenyl)pyrrolidin-3-ol (0.5 g, 2.5 mmol), acetonitrile (20 mL), potassium carbonate (0.69 g, 5 mmol) and 3-bromo-1-propene (0.23 mL, 2.78 mmol). Refluxed for 2 h. Purification by flash chromatography on silica gel (ethyl acetate/methanol, 5:1). Yield: 0.33 g. [α]D=−26.6° (methanol). The amine was converted to the oxalic acid salt and recrystallized from methanol/diisopropyl ether: M.p. 120° C.; MS m/z (relative intensity, 70 eV)... The product is C(C=C)N1CC(CC1)(O)C1=C(C(=CC=C1)F)F ((−)-1-ALLYL-3-(2,3-DIFLUOROPHENYL)PYRROLIDIN-3-OL). Run in C(C)#N (acetonitrile). The reactants are E2, BrCC=C (3-bromo-1-propene), FC1=C(C=CC=C1F)C1(CNCC1)O (3-(2,3-difluorophenyl)pyrrolidin-3-ol), C([O-])([O-])=O.[K+].[K+] (potassium carbonate). The reactants are BrC1=CC(=C(C=C1)/C=C/C=1OC=C(N1)CCl)F (2-[(E)-2-(4-bromo-2-fluorophenyl)ethenyl]-4-(chloromethyl)-1,3-oxazole), CS(=O)(=O)CC=1N(C=CN1)CCCCC1=CC=C(C=C1)O (4-[4-[2-[(methylsulfonyl)methyl]-1H-imidazol-1-yl]butyl]phenol), [H-].[Na+] (sodium hydride). The product is BrC1=CC(=C(C=C1)/C=C/C=1OC=C(N1)COC1=CC=C(C=C1)CCCCN1C(=NC=C1)CS(=O)(=O)C)F (2-[(E)-2-(4-bromo-2-fluorophenyl)ethenyl]-4-[[4-[4-[2-[(methylsulfonyl)methyl]-1H-imidazol-1-yl]butyl]phenoxy]methyl]-1,3-oxazole). Yield: 65.6%. As a reaction SMILES: [Br:1][C:2]1[CH:7]=[CH:6][C:5](/[CH:8]=[CH:9]/[C:10]2[O:11][CH:12]=[C:13]([CH2:15]Cl)[N:14]=2)=[C:4]([F:17])[CH:3]=1.[CH3:18][S:19]([CH2:22][C:23]1[N:24]([CH2:28][CH2:29][CH2:30][CH2:31][C:32]2[CH:37]=[CH:36][C:35]([OH:38])=[CH:34][CH:33]=2)[CH:25]=[CH:26][N:27]=1)(=[O:21])=[O:20].[H-].[Na+]>>[Br:1][C:2]1[CH:7]=[CH:6][C:5](/[CH:8]=[CH:9]/[C:10]2[O:11][CH:12]=[C:13]([CH2:15][O:38][C:35]3[CH:34]=[CH:33][C:32]([CH2:31][CH2:30][CH2:29][CH2:28][N:24]4[CH:25]=[CH:26][N:27]=[C:23]4[CH2:22][S:19]([CH3:18])(=[O:21])=[O:20])=[CH:37][CH:36]=3)[N:14]=2)=[C:4]([F:17])[CH:3]=1 |f:2.3|. Procedure details: Using 2-[(E)-2-(4-bromo-2-fluorophenyl)ethenyl]-4-(chloromethyl)-1,3-oxazole (282 mg), 4-[4-[2-[(methylsulfonyl)methyl]-1H-imidazol-1-yl]butyl]phenol (250 mg) and 65% sodium hydride (32.9 mg), the same reaction as Example 11-(i) was carried out to yield the titled compound (313 mg) as a colorless crystal powder.